From a dataset of the Open Reaction Database (ORD), a public repository of structured organic reaction records. describe an organic reaction: reactants, conditions, products, and yield Reactants: hydrochloride salt, C1(=CC=CC=C1)S(=O)(=O)C1=CC(=C(C=C1)CC[C@H](CO)O)Br ((R)-4-(4-Benzenesulfonyl-2-bromo-phenyl)-butane-1,2-diol), C1(=CC=CC=C1)S(=O)(=O)C1=CC=C2CC[C@@H](OC2=C1)CNC (((R)-7-benzenesulfonyl-chroman-2-ylmethyl)-methyl-amine). Product: C1(=CC=CC=C1)S(=O)(=O)C1=CC=C2CC[C@H](OC2=C1)CNC (((S)-7-Benzenesulfonyl-chroman-2-ylmethyl)-methyl-amine). As a reaction SMILES: C1(S(C2C=CC(CC[C@@H](O)CO)=C(Br)C=2)(=O)=O)C=CC=CC=1.[C:23]1([S:29]([C:32]2[CH:41]=[C:40]3[C:35]([CH2:36][CH2:37][C@H:38]([CH2:42][NH:43][CH3:44])[O:39]3)=[CH:34][CH:33]=2)(=[O:31])=[O:30])[CH:28]=[CH:27][CH:26]=[CH:25][CH:24]=1>>[C:23]1([S:29]([C:32]2[CH:41]=[C:40]3[C:35]([CH2:36][CH2:37][C@@H:38]([CH2:42][NH:43][CH3:44])[O:39]3)=[CH:34][CH:33]=2)(=[O:31])=[O:30])[CH:24]=[CH:25][CH:26]=[CH:27][CH:28]=1. Procedure: ((S)-7-Benzenesulfonyl-chroman-2-ylmethyl)-methyl-amine was prepared as a hydrochloride salt following the procedure described for the corresponding (R) enantiomer in step 10 of Example 6, but substituting ((S)-7-benzenesulfonyl-chroman-2-ylmethyl)-methyl-amine for ((R)-7-benzenesulfonyl-chroman-2-ylmethyl)-methyl-amine: Mp 270.0-270.4° C. The product is CN(C)CC(CC(=O)OCc1ccccc1)NC(=O)CCCCCCCCCc1ccsc1. As a reaction SMILES: [C:48](=[O:49])([OH:50])[O-:51].[CH2:15]([c:16]1[cH:17][cH:18][cH:19][cH:20][cH:21]1)[O:22][C:23]([CH2:24][CH:25]([CH2:26][N:27]([CH3:28])[CH3:29])[NH:30][C:31]([CH2:32][CH2:33][CH2:34][CH2:35][CH2:36][CH2:37][CH2:38][CH:39]=[CH:40][c:41]1[cH:42][s:43][cH:44][cH:45]1)=[O:46])=[O:47].[CH2:1]([SiH:2]([CH2:3][CH3:4])[CH2:5][CH3:6])[CH3:7].[CH3:53][c:54]1[cH:55][cH:56][cH:57][cH:58][cH:59]1.[Na+:52].[OH:8][C:9]([C:10]([F:11])([F:12])[F:13])=[O:14]>>[CH2:15]([c:16]1[cH:17][cH:18][cH:19][cH:20][cH:21]1)[O:22][C:23]([CH2:24][CH:25]([CH2:26][N:27]([CH3:28])[CH3:29])[NH:30][C:31]([CH2:32][CH2:33][CH2:34][CH2:35][CH2:36][CH2:37][CH2:38][CH2:39][CH2:40][c:41]1[cH:42][s:43][cH:44][cH:45]1)=[O:46])=[O:47]. The reactants are O=C([O-])O, CN(C)CC(CC(=O)OCc1ccccc1)NC(=O)CCCCCCCC=Cc1ccsc1, CC[SiH](CC)CC, Cc1ccccc1, [Na+], O=C(O)C(F)(F)F. The reactants are C(C#C)N1C2=C(NC(C3=C1C=CC=C3)=O)C=CC=N2 (5,11-dihydro-11-(prop-2-ynyl)-6H-pyrido[2,3-b][1,4]benzodiazepin-6-one), crystals, C=O (paraformaldehyde), N1CCCCC1 (piperidine). Solvent: C(C)O (ethanol). The product is N1(CCCCC1)CC#CCN1C2=C(NC(C3=C1C=CC=C3)=O)C=CC=N2 (5,11-Dihydro-11-[4-(1-piperidinyl)-but-2-ynyl]-6H-pyrido[2,3-b][1,4]benzodiazepin-6-one). Isolated yield 19.0%. Reaction SMILES: [CH2:1]([N:4]1[C:10]2[CH:11]=[CH:12][CH:13]=[CH:14][C:9]=2[C:8](=[O:15])[NH:7][C:6]2[CH:16]=[CH:17][CH:18]=[N:19][C:5]1=2)[C:2]#[CH:3].[CH2:20]=O.[NH:22]1[CH2:27][CH2:26][CH2:25][CH2:24][CH2:23]1>C(O)C>[N:22]1([CH2:20][C:3]#[C:2][CH2:1][N:4]2[C:10]3[CH:11]=[CH:12][CH:13]=[CH:14][C:9]=3[C:8](=[O:15])[NH:7][C:6]3[CH:16]=[CH:17][CH:18]=[N:19][C:5]2=3)[CH2:27][CH2:26][CH2:25][CH2:24][CH2:23]1. Procedure: Prepared analogously to Example lb) from 5,11-dihydro-11-(prop-2-ynyl)-6H-pyrido[2,3-b][1,4]benzodiazepin-6-one, paraformaldehyde and piperidine in a yield of 19% of theory. Colourless crystals m.p. 165°-168° C. (ethyl acetate). The hemifumarate melted at 198° C. (ethanol) with decomposition. Starting materials: C(C)(C)(C)OC(=O)N1CCN(CC1)C(=O)C1=C(N(C2=C(N=CC=C21)Cl)C2=CC=CC=C2)OC2=C(C=CC(=C2)F)C (4-[7-Chloro-2-(5-fluoro-2-methyl-phenoxy)-1-phenyl-1H-pyrrolo[2,3-c]pyridine-3-carbonyl]-piperazine-1-carboxylic acid tert-butyl ester), CN1CCCC1=O (NMP), C(C)[Mg]Cl (Ethylmagnesium chloride). The reagents and catalysts are C/C(=C/C(=O)C)/[O-].C/C(=C/C(=O)C)/[O-].C/C(=C/C(=O)C)/[O-].[Fe+3] (iron(III) acetylacetonate). Solvent: C1CCOC1 (THF). Conditions: temperature 0 celsius, time 5 minute. Product: C(C)(C)(C)OC(=O)N1CCN(CC1)C(=O)C1=C(N(C2=C(N=CC=C21)CC)C2=CC=CC=C2)OC2=C(C=CC(=C2)F)C (4-[7-Ethyl-2-(5-fluoro-2-methyl-phenoxy)-1-phenyl-1H-pyrrolo[2,3-c]pyridine-3-carbonyl]-piperazine-1-carboxylic acid tert-butyl ester). The yield is 45.1%. Reaction SMILES: [C:1]([O:5][C:6]([N:8]1[CH2:13][CH2:12][N:11]([C:14]([C:16]2[C:24]3[C:19](=[C:20](Cl)[N:21]=[CH:22][CH:23]=3)[N:18]([C:26]3[CH:31]=[CH:30][CH:29]=[CH:28][CH:27]=3)[C:17]=2[O:32][C:33]2[CH:38]=[C:37]([F:39])[CH:36]=[CH:35][C:34]=2[CH3:40])=[O:15])[CH2:10][CH2:9]1)=[O:7])([CH3:4])([CH3:3])[CH3:2].CN1C(=O)C[CH2:44][CH2:43]1.C([Mg]Cl)C>C1COCC1.C/C(/[O-])=C/C(C)=O.C/C(/[O-])=C/C(C)=O.C/C(/[O-])=C/C(C)=O.[Fe+3]>[C:1]([O:5][C:6]([N:8]1[CH2:13][CH2:12][N:11]([C:14]([C:16]2[C:24]3[C:19](=[C:20]([CH2:43][CH3:44])[N:21]=[CH:22][CH:23]=3)[N:18]([C:26]3[CH:31]=[CH:30][CH:29]=[CH:28][CH:27]=3)[C:17]=2[O:32][C:33]2[CH:38]=[C:37]([F:39])[CH:36]=[CH:35][C:34]=2[CH3:40])=[O:15])[CH2:10][CH2:9]1)=[O:7])([CH3:4])([CH3:3])[CH3:2] |f:4.5.6.7|. Procedure details: A mixture of the compound of example 38, step 6, (65 mg, 115 μmol), iron(III) acetylacetonate (2.03 mg, 5.7 μmol) and NMP (102.6 mg, 1.04 mmol) in THF (5 ml) was cooled to 0° C. Ethylmagnesium chloride (115 μl, 230 μmol, 2 M in THF) was added and the resulting solution was stirred for 5 min. The brown mixture was quenched with water and extracted with EA. The organic layers were dried over sodium sulfate and concentrated. The residue was purified by silica gel chromatography (EA/HEP) to give 29 ... Starting materials: N1=C(NC2=C1C=CC=C2)SCC=2C=CC=C1C(CCN(C21)C)=O (8-(2-benzimidazolyl)thiomethyl-1-methyl-4-oxo-1,2,3,4-tetrahydroquinoline), [BH4-].[Na+] (sodium borohydride). The solvent is CO (methanol). Conditions: time 40 minute. Product: N1=C(NC2=C1C=CC=C2)SCC=2C=CC=C1C(CCN(C21)C)O (8-(2-benzimidazolyl)thiomethyl-1-methyl-4-hydroxy-1,2,3,4-tetrahydroquinoline). The yield is 78.8%. RXN SMILES: [N:1]1[C:5]2[CH:6]=[CH:7][CH:8]=[CH:9][C:4]=2[NH:3][C:2]=1[S:10][CH2:11][C:12]1[CH:13]=[CH:14][CH:15]=[C:16]2[C:21]=1[N:20]([CH3:22])[CH2:19][CH2:18][C:17]2=[O:23].[BH4-].[Na+]>CO>[N:1]1[C:5]2[CH:6]=[CH:7][CH:8]=[CH:9][C:4]=2[NH:3][C:2]=1[S:10][CH2:11][C:12]1[CH:13]=[CH:14][CH:15]=[C:16]2[C:21]=1[N:20]([CH3:22])[CH2:19][CH2:18][CH:17]2[OH:23] |f:1.2|. Procedure details: To a solution of 8-(2-benzimidazolyl)thiomethyl-1-methyl-4-oxo-1,2,3,4-tetrahydroquinoline (300 mg) in methanol (10 ml) was added gradually sodium borohydride (35 mg) at 0° C. The reaction mixture was stirred for 40 minutes at room temperature. After distilling off the solvent, the resulting residue was extracted with dichloromethane, washed with water, and dried. Then the solvent was distilled off and the resulting residue was recrystallized from ethyl acetate-n-hexane to give 8-(2-benzimidazol... Run at time 2 hour. Reactants: N(=[N+]=[N-])C1=CC=C(C=C1)[C@H]1CN(CCO1)C(=O)OC(C)(C)C ((S)-tert-Butyl 2-(4-azidophenyl)morpholine-4-carboxylate), C(C)(C)N(CC)C(C)C (diisopropylethylamine), C(#C)C1=CC=C(C=C1)F (1-Ethinyl-4-fluorobenzene). Reported procedure: (S)-tert-Butyl 2-(4-azidophenyl)morpholine-4-carboxylate (76 mg, 0.25 mol) was dissolved in diisopropylethylamine (800 mg, 6.24 mmol). 1-Ethinyl-4-fluorobenzene (30 mg, 0.25 mmol) was added, followed by copper(I)-iodide (48 mg, 0.25 mmol). The mixture was stirred for 2 h at room temperature. The green mixture was concentrated on the rotavap, silica gel (0.5 g) was added and after short grinding the mixture was put on a silica gel column for purification. Flash chromatography (5 g silica gel, 10 ... Yield: 16.0%. Reagents/catalysts: [Cu]I (copper(I)-iodide). Product: FC1=CC=C(C=C1)C=1N=NN(C1)C1=CC=C(C=C1)[C@H]1CN(CCO1)C(=O)OC(C)(C)C ((S)-tert-Butyl 2-(4-(4-(4-fluorophenyl)-1H-1,2,3-triazol-1-yl)phenyl)morpholine-4-carboxylate). As a reaction SMILES: [N:1]([C:4]1[CH:9]=[CH:8][C:7]([C@@H:10]2[O:15][CH2:14][CH2:13][N:12]([C:16]([O:18][C:19]([CH3:22])([CH3:21])[CH3:20])=[O:17])[CH2:11]2)=[CH:6][CH:5]=1)=[N+:2]=[N-:3].C(N(C(C)C)CC)(C)C.[C:32]([C:34]1[CH:39]=[CH:38][C:37]([F:40])=[CH:36][CH:35]=1)#[CH:33]>[Cu]I>[F:40][C:37]1[CH:38]=[CH:39][C:34]([C:32]2[N:3]=[N:2][N:1]([C:4]3[CH:9]=[CH:8][C:7]([C@@H:10]4[O:15][CH2:14][CH2:13][N:12]([C:16]([O:18][C:19]([CH3:22])([CH3:21])[CH3:20])=[O:17])[CH2:11]4)=[CH:6][CH:5]=3)[CH:33]=2)=[CH:35][CH:36]=1. The reactants are C1CCOC1, CN(C(=O)OC(C)(C)C)c1ccc([N+](=O)[O-])cc1, CO, O. Product: CN(C(=O)OC(C)(C)C)c1ccc(N)cc1. As a reaction SMILES: [CH2:19]1[O:20][CH2:21][CH2:22][CH2:23]1.[CH3:1][N:2]([C:3]([O:4][C:5]([CH3:6])([CH3:7])[CH3:8])=[O:9])[c:10]1[cH:11][cH:12][c:13]([N+:16]([O-:17])=[O:18])[cH:14][cH:15]1.[CH3:24][OH:25].[OH2:26]>>[CH3:1][N:2]([C:3]([O:4][C:5]([CH3:6])([CH3:7])[CH3:8])=[O:9])[c:10]1[cH:11][cH:12][c:13]([NH2:16])[cH:14][cH:15]1. Product: O=Cc1nc2ccccc2cc1O. The reactants are O, Cc1nc2ccccc2cc1O, Cc1ccccc1C. RXN SMILES: [OH2:13].[OH:1][c:2]1[c:3]([CH3:12])[n:4][c:5]2[cH:6][cH:7][cH:8][cH:9][c:10]2[cH:11]1.[c:14]1([CH3:15])[c:16]([CH3:17])[cH:18][cH:19][cH:20][cH:21]1>>[OH:1][c:2]1[c:3]([CH:12]=[O:13])[n:4][c:5]2[cH:6][cH:7][cH:8][cH:9][c:10]2[cH:11]1. The reactants are C(C)C1=CC=NC=C1 (4-ethylpyridine), ClC1=CC=C(CCBr)C=C1 (4-chlorophenethyl bromide). Product: ClC1=CC=C(C=C1)CCC(C)C1=CC=NC=C1 (1-(4-chlorophenyl)-3-(4-pyridyl)-butane). Isolated yield 59.6%. As a reaction SMILES: [CH2:1]([C:3]1[CH:8]=[CH:7][N:6]=[CH:5][CH:4]=1)[CH3:2].[Cl:9][C:10]1[CH:18]=[CH:17][C:13]([CH2:14][CH2:15]Br)=[CH:12][CH:11]=1>>[Cl:9][C:10]1[CH:18]=[CH:17][C:13]([CH2:14][CH2:15][CH:1]([C:3]2[CH:8]=[CH:7][N:6]=[CH:5][CH:4]=2)[CH3:2])=[CH:12][CH:11]=1. Procedure: 1.0 g (9.35 mmol) of 4-ethylpyridine and 2.05 g (9.35 mmol) of 4-chlorophenethyl bromide were reacted in the same manner as in Example 1. The reaction product was purified to obtain 1.37 g of the desired compound (yield: 59.8%). The reactants are FC(COC1=C(C=CC=C1)C(CCC=1N=C(OC1)C1=CC(=C(C=C1)OC)O)=O)F (1-[2-(2,2-difluoroethoxy)phenyl]-3-[2-(3-hydroxy-4-methoxyphenyl)oxazol-4-yl]propan-1-one), BrC(C)C (2-bromopropane). The product is FC(COC1=C(C=CC=C1)C(CCC=1N=C(OC1)C1=CC(=C(C=C1)OC)OC(C)C)=O)F (1-[2-(2,2-difluoroethoxy)phenyl]-3-[2-(3-isopropoxy-4-methoxyphenyl)oxazol-4-yl]propan-1-one). As a reaction SMILES: [F:1][CH:2]([F:29])[CH2:3][O:4][C:5]1[CH:10]=[CH:9][CH:8]=[CH:7][C:6]=1[C:11](=[O:28])[CH2:12][CH2:13][C:14]1[N:15]=[C:16]([C:19]2[CH:24]=[CH:23][C:22]([O:25][CH3:26])=[C:21]([OH:27])[CH:20]=2)[O:17][CH:18]=1.Br[CH:31]([CH3:33])[CH3:32]>>[F:29][CH:2]([F:1])[CH2:3][O:4][C:5]1[CH:10]=[CH:9][CH:8]=[CH:7][C:6]=1[C:11](=[O:28])[CH2:12][CH2:13][C:14]1[N:15]=[C:16]([C:19]2[CH:24]=[CH:23][C:22]([O:25][CH3:26])=[C:21]([O:27][CH:31]([CH3:33])[CH3:32])[CH:20]=2)[O:17][CH:18]=1. Procedure details: Using the compound obtained in Example 272 and 2-bromopropane, white powdery 1-[2-(2,2-difluoroethoxy)phenyl]-3-[2-(3-isopropoxy-4-methoxyphenyl)oxazol-4-yl]propan-1-one was obtained following the procedure of Example 3.